From a dataset of the Open Reaction Database (ORD), a public repository of structured organic reaction records. describe an organic reaction: reactants, conditions, products, and yield The reactants are CO, COC(=O)C1CC(C(=O)OC)CN(C(=O)OC(C)(C)C)C1, [Na+], [OH-]. Yields the product COC(=O)C1CC(C(=O)O)CN(C(=O)OC(C)(C)C)C1. Reaction SMILES: [CH3:24][OH:25].[N:1]1([C:15](=[O:16])[O:17][C:18]([CH3:19])([CH3:20])[CH3:21])[CH2:2][CH:3]([C:11](=[O:12])[O:13][CH3:14])[CH2:4][CH:5]([C:7](=[O:8])[O:9][CH3:10])[CH2:6]1.[Na+:23].[OH-:22]>>[N:1]1([C:15](=[O:16])[O:17][C:18]([CH3:19])([CH3:20])[CH3:21])[CH2:2][CH:3]([C:11](=[O:12])[O:13][CH3:14])[CH2:4][CH:5]([C:7](=[O:8])[OH:9])[CH2:6]1.